From a dataset of the Open Reaction Database (ORD), a public repository of structured organic reaction records. describe an organic reaction: reactants, conditions, products, and yield The reactants are CO (methanol), O[C@@H]1[C@H](CCCC1)NC(=O)[C@H]1O[C@@H]1CCCC ((2S)-trans-N-[(1S,2S)-2-hydroxycyclohexane-1-yl]-3-butyloxiranecarboxamide), [N-]=[N+]=[N-].[Na+] (sodium azide), S(=O)(=O)([O-])[O-].[Mg+2] (magnesium sulfate). Run in O (water). Conditions: time 2 hour. Yields the product O[C@@H]1[C@H](CCCC1)NC([C@H]([C@H](CCCC)N=[N+]=[N-])O)=O ((2S,3S)-N-[(1S,2S)-2-hydroxycyclohexane-1-yl]-3-azido-2-hydroxyheptanamide). Isolated yield 72.8%. As a reaction SMILES: CO.[OH:3][C@H:4]1[CH2:9][CH2:8][CH2:7][CH2:6][C@@H:5]1[NH:10][C:11]([C@@H:13]1[C@@H:15]([CH2:16][CH2:17][CH2:18][CH3:19])[O:14]1)=[O:12].[N-:20]=[N+:21]=[N-:22].[Na+].S([O-])([O-])(=O)=O.[Mg+2]>O>[OH:3][C@H:4]1[CH2:9][CH2:8][CH2:7][CH2:6][C@@H:5]1[NH:10][C:11](=[O:12])[C@@H:13]([OH:14])[C@@H:15]([N:20]=[N+:21]=[N-:22])[CH2:16][CH2:17][CH2:18][CH3:19] |f:2.3,4.5|. Procedure: 30 ml of a methanol suspension containing 1.64 g (7 mmol) of (2S)-trans-N-[(1S,2S)-2-hydroxycyclohexane-1-yl]-3-butyloxiranecarboxamide, 910 mg (14 mmol) of sodium azide and 868 mg (7.2 mmol) of anhydrous magnesium sulfate was refluxed for 5 hours. After the temperature of the reaction mixture was returned to room temperature, the reaction mixture was poured into 300 ml of water and the resulting mixture was stirred for 2 hours. The resulting crystals were collected by filtration and washed with... Reaction SMILES: [Br:1][c:2]1[cH:3][cH:4][cH:5][c:6]2[c:12]1[O:11][CH2:10][CH2:9][N:8]([C:13](=[O:14])[O:15][C:16]([CH3:17])([CH3:18])[CH3:19])[CH2:7]2.[CH3:26][CH2:27][OH:28].[CH3:35][c:36]1[cH:37][cH:38][cH:39][cH:40][cH:41]1.[CH:20](=[CH:21][CH3:22])[B:23]([OH:24])[OH:25].[Na+:29].[Na+:30].[O-:31][C:32](=[O:33])[O-:34].[OH2:119].[cH:42]1[cH:43][cH:44][c:45]([P:46]([Pd:47]([P:48]([c:49]2[cH:50][cH:51][cH:52][cH:53][cH:54]2)([c:55]2[cH:56][cH:57][cH:58][cH:59][cH:60]2)[c:61]2[cH:62][cH:63][cH:64][cH:65][cH:66]2)([P:67]([c:68]2[cH:69][cH:70][cH:71][cH:72][cH:73]2)([c:74]2[cH:75][cH:76][cH:77][cH:78][cH:79]2)[c:80]2[cH:81][cH:82][cH:83][cH:84][cH:85]2)[P:86]([c:87]2[cH:88][cH:89][cH:90][cH:91][cH:92]2)([c:93]2[cH:94][cH:95][cH:96][cH:97][cH:98]2)[c:99]2[cH:100][cH:101][cH:102][cH:103][cH:104]2)([c:105]2[cH:106][cH:107][cH:108][cH:109][cH:110]2)[c:111]2[cH:112][cH:113][cH:114][cH:115][cH:116]2)[cH:117][cH:118]1>>[c:2]1([CH:20]=[CH:21][CH3:22])[cH:3][cH:4][cH:5][c:6]2[c:12]1[O:11][CH2:10][CH2:9][N:8]([C:13](=[O:14])[O:15][C:16]([CH3:17])([CH3:18])[CH3:19])[CH2:7]2. The product is CC=Cc1cccc2c1OCCN(C(=O)OC(C)(C)C)C2. Reactants: CC(C)(C)OC(=O)N1CCOc2c(Br)cccc2C1, CCO, Cc1ccccc1, CC=CB(O)O, [Na+], [Na+], O=C([O-])[O-], O, c1ccc(P(c2ccccc2)(c2ccccc2)[Pd](P(c2ccccc2)(c2ccccc2)c2ccccc2)(P(c2ccccc2)(c2ccccc2)c2ccccc2)P(c2ccccc2)(c2ccccc2)c2ccccc2)cc1. The reactants are FC=1C=C2C(C(=CN(C2=C(C1F)F)C(C)(C)C)C(=O)OCC)=O (ethyl 6,7,8-trifluoro-1,4-dihydro-1-(1,1-dimethylethyl)-4-oxo-3-quinolinecarboxylate), C1(CC1)NC[C@H]1CNC[C@H]1F ((3R,4S)-3-cyclopropylaminomethyl-4-fluoropyrrolidine). The product is C1(CC1)NC[C@H]1CN(C[C@H]1F)C1=C(C=C2C(C(=CN(C2=C1F)C(C)(C)C)C(=O)O)=O)F (7-[(3S,4S)-3-cyclopropylaminomethyl-4-fluoro-1-pyrrolidinyl]-6,8-difluoro-1,4-dihydro-1-(1,1-dimethylethyl)-4-oxo-3-quinolinecarboxylic acid). Isolated yield 37.6%. Reaction SMILES: [F:1][C:2]1[CH:3]=[C:4]2[C:9](=[C:10]([F:13])[C:11]=1F)[N:8]([C:14]([CH3:17])([CH3:16])[CH3:15])[CH:7]=[C:6]([C:18]([O:20]CC)=[O:19])[C:5]2=[O:23].[CH:24]1([NH:27][CH2:28][C@@H:29]2[C@H:33]([F:34])[CH2:32][NH:31][CH2:30]2)[CH2:26][CH2:25]1>>[CH:24]1([NH:27][CH2:28][C@@H:29]2[C@H:33]([F:34])[CH2:32][N:31]([C:11]3[C:10]([F:13])=[C:9]4[C:4]([C:5](=[O:23])[C:6]([C:18]([OH:20])=[O:19])=[CH:7][N:8]4[C:14]([CH3:15])([CH3:16])[CH3:17])=[CH:3][C:2]=3[F:1])[CH2:30]2)[CH2:26][CH2:25]1. Procedure details: Using ethyl 6,7,8-trifluoro-1,4-dihydro-1-(1,1-dimethylethyl)-4-oxo-3-quinolinecarboxylate (50.0 mg) and (3R,4S)-3-cyclopropylaminomethyl-4-fluoropyrrolidine (29.0 mg), the same procedure was followed as in Example 40 to give 7-[(3S,4S)-3-cyclopropylaminomethyl-4-fluoro-1-pyrrolidinyl]-6,8-difluoro-1,4-dihydro-1-(1,1-dimethylethyl)-4-oxo-3-quinolinecarboxylic acid as a pale yellow powder (25.1 mg).